Task: describe an organic reaction: reactants, conditions, products, and yield. Dataset: the Open Reaction Database (ORD), a public repository of structured organic reaction records Reactants: Cc1ccccc1, Cl, N#C[Cu], N#C[K], O=N[O-], Nc1ccc(C2=NNC(=O)C3CC23)cc1, [Na+], [Na+], [Na+], O=C([O-])[O-], O. RXN SMILES: [CH3:34][c:35]1[cH:36][cH:37][cH:38][cH:39][cH:40]1.[ClH:33].[Cu:26][C:27]#[N:28].[K:29][C:30]#[N:31].[N:1]([O-:2])=[O:3].[NH2:5][c:6]1[cH:7][cH:8][c:9]([C:12]2=[N:18][NH:17][C:16](=[O:19])[CH:15]3[CH:13]2[CH2:14]3)[cH:10][cH:11]1.[Na+:20].[Na+:21].[Na+:4].[O-:22][C:23](=[O:24])[O-:25].[OH2:32]>>[c:6]1([C:27]#[N:28])[cH:7][cH:8][c:9]([C:12]2=[N:18][NH:17][C:16](=[O:19])[CH:15]3[CH:13]2[CH2:14]3)[cH:10][cH:11]1. Yields the product N#Cc1ccc(C2=NNC(=O)C3CC23)cc1. Reactants: C(C)(=O)NC1=CC=C(C2=CC=CC=C12)S(=O)(=O)Cl (4-acetamidonaphthalene-1-sulfonyl chloride), NC=1SC=CN1 (2-aminothiazole). Run in N1=CC=CC=C1 (pyridine). Conditions: time 72 hour. The product is S1C(=NC=C1)NS(=O)(=O)C1=CC=C(C2=CC=CC=C12)NC(C)=O (N-[4-(thiazol-2-ylsulfamoyl)-naphthalen-1-yl]-acetamide). The yield is 57.1%. RXN SMILES: [C:1]([NH:4][C:5]1[C:14]2[C:9](=[CH:10][CH:11]=[CH:12][CH:13]=2)[C:8]([S:15](Cl)(=[O:17])=[O:16])=[CH:7][CH:6]=1)(=[O:3])[CH3:2].[NH2:19][C:20]1[S:21][CH:22]=[CH:23][N:24]=1>N1C=CC=CC=1>[S:21]1[CH:22]=[CH:23][N:24]=[C:20]1[NH:19][S:15]([C:8]1[C:9]2[C:14](=[CH:13][CH:12]=[CH:11][CH:10]=2)[C:5]([NH:4][C:1](=[O:3])[CH3:2])=[CH:6][CH:7]=1)(=[O:17])=[O:16]. Procedure: To a solution of 4-acetamidonaphthalene-1-sulfonyl chloride (3.69 g, 2.42 mmol) and pyridine (2 ml) was added 2-aminothiazole (0.24 g, 2.42 mmol). This mixture was stirred at RT for 72 h. Purification via silica gel chromatography (first using 2% MeOH in CH2Cl2 to wash out remaining amine, then using 8% MeOH in CH2Cl2) gave N-[4-(thiazol-2-ylsulfamoyl)-naphthalen-1-yl]-acetamide (0.48 g, 57%). LC/MS (10-99% CH3CN), M/Z: M+1 obs=348.10; tR=1.78 min. Reactants: BrCC1=C(C(=O)OC)C=CN=C1Cl (methyl 3-(bromomethyl)-2-chloroisonicotinate), Cl.FC(C(F)F)(OC1=CC=C(C=C1)C(C)N)F (1-(4-(1,1,2,2-tetrafluoroethoxy)phenyl)ethanamine hydrochloride). Yields the product ClC1=NC=CC2=C1CN(C2=O)C(C)C2=CC=C(C=C2)OC(C(F)F)(F)F (4-chloro-2-(1-(4-(1,1,2,2-tetrafluoroethoxy)phenyl)ethyl)-2,3-dihydro-1H-pyrrolo[3,4-c]pyridin-1-one). Isolated yield 75.0%. Reaction SMILES: Br[CH2:2][C:3]1[C:12]([Cl:13])=[N:11][CH:10]=[CH:9][C:4]=1[C:5]([O:7]C)=O.Cl.[F:15][C:16]([F:30])([O:20][C:21]1[CH:26]=[CH:25][C:24]([CH:27]([NH2:29])[CH3:28])=[CH:23][CH:22]=1)[CH:17]([F:19])[F:18]>>[Cl:13][C:12]1[C:3]2[CH2:2][N:29]([CH:27]([C:24]3[CH:25]=[CH:26][C:21]([O:20][C:16]([F:15])([F:30])[CH:17]([F:18])[F:19])=[CH:22][CH:23]=3)[CH3:28])[C:5](=[O:7])[C:4]=2[CH:9]=[CH:10][N:11]=1 |f:1.2|. Procedure details: The title compound is prepared in 75% yield (165 mg, colorless oil) from methyl 3-(bromomethyl)-2-chloroisonicotinate (150 mg, 0.57 mmol) and 1-(4-(1,1,2,2-tetrafluoroethoxy)phenyl)ethanamine hydrochloride (155 mg, 0.57 mmol, Amine-29, single enantiomer) in a similar manner to Intermediate-2. Conditions: time 1 hour. The yield is 100.7%. Solvent: C(C)(=O)OCC (ethyl acetate). Starting materials: BrN1C(CCC1=O)=O (N-bromosuccinimide), CN(C)C=O (DMF), O (Water), NC1=C(C=CC(=N1)N[C@@H]1[C@@H](CCCC1)NC(OC(C)(C)C)=O)C(=O)NC(C)(C)C1=CC=CC=C1 (tert-butyl cis-2-(6-amino-5-(2-phenylpropan-2-ylaminocarbonyl)pyridin-2-ylamino)cyclohexylcarbamate). Yields the product NC1=C(C=C(C(=N1)N[C@@H]1[C@@H](CCCC1)NC(OC(C)(C)C)=O)Br)C(=O)NC(C)(C)C1=CC=CC=C1 (tert-butyl cis-2-(6-amino-3-bromo-5-(2-phenylpropan-2-ylaminocarbonyl)pyridin-2-ylamino)cyclohexylcarbamate). Procedure details: N-bromosuccinimide (22 mg) was added to a DMF (5 ml) solution containing tert-butyl cis-2-(6-amino-5-(2-phenylpropan-2-ylaminocarbonyl)pyridin-2-ylamino)cyclohexylcarbamate (60 mg) at 0° C., followed by stirring for 1 hour. Water and ethyl acetate were added to the reaction mixture. The organic layer was collected, washed with saturated saline, and dried over anhydrous sodium sulfate, and then the solvent was distilled away under reduced pressure. The obtained residue was purified by silica gel ... Reaction SMILES: [Br:1]N1C(=O)CCC1=O.CN(C=O)C.[NH2:14][C:15]1[N:20]=[C:19]([NH:21][C@H:22]2[CH2:27][CH2:26][CH2:25][CH2:24][C@H:23]2[NH:28][C:29](=[O:35])[O:30][C:31]([CH3:34])([CH3:33])[CH3:32])[CH:18]=[CH:17][C:16]=1[C:36]([NH:38][C:39]([C:42]1[CH:47]=[CH:46][CH:45]=[CH:44][CH:43]=1)([CH3:41])[CH3:40])=[O:37].O>C(OCC)(=O)C>[NH2:14][C:15]1[N:20]=[C:19]([NH:21][C@H:22]2[CH2:27][CH2:26][CH2:25][CH2:24][C@H:23]2[NH:28][C:29](=[O:35])[O:30][C:31]([CH3:34])([CH3:33])[CH3:32])[C:18]([Br:1])=[CH:17][C:16]=1[C:36]([NH:38][C:39]([C:42]1[CH:47]=[CH:46][CH:45]=[CH:44][CH:43]=1)([CH3:40])[CH3:41])=[O:37]. Reactants: solution, CC#N (MeCN), N1(CCNCC1)CCO (2-(1-piperazinyl)ethanol), C(CCC)OC1=NC(=C2N=C(N(C2=N1)CCCCCCl)OC)N (2-(butyloxy)-9-(5-chloropentyl)-8-(methyloxy)-9H-purin-6-amine), C(CCC)OC1=NC(=C2N=C(N(C2=N1)CCCCCCl)OC)N (2-(butyloxy)-9-(5-chloropentyl)-8-(methyloxy)-9H-purin-6-amine), CCN(C(C)C)C(C)C (DIPEA), [I-].[Na+] (sodium iodide). Solvent: Cl.CO (HCl MeOH). Run at temperature 60 celsius, time 4 hour. Product: NC1=C2NC(N(C2=NC(=N1)OCCCC)CCCCCN1CCN(CC1)CCO)=O (6-Amino-2-(butyloxy)-9-{5-[4-(2-hydroxyethyl)-1-piperazinyl]pentyl}-7,9-dihydro-8H-purin-8-one). As a reaction SMILES: [CH2:1]([O:5][C:6]1[N:14]=[C:13]2[C:9]([N:10]=[C:11]([O:21]C)[N:12]2[CH2:15][CH2:16][CH2:17][CH2:18][CH2:19]Cl)=[C:8]([NH2:23])[N:7]=1)[CH2:2][CH2:3][CH3:4].CC#N.[N:27]1([CH2:33][CH2:34][OH:35])[CH2:32][CH2:31][NH:30][CH2:29][CH2:28]1.CCN(C(C)C)C(C)C.[I-].[Na+]>Cl.CO>[NH2:23][C:8]1[N:7]=[C:6]([O:5][CH2:1][CH2:2][CH2:3][CH3:4])[N:14]=[C:13]2[C:9]=1[NH:10][C:11](=[O:21])[N:12]2[CH2:15][CH2:16][CH2:17][CH2:18][CH2:19][N:30]1[CH2:31][CH2:32][N:27]([CH2:33][CH2:34][OH:35])[CH2:28][CH2:29]1 |f:4.5,6.7|. Reported procedure: An aliquot (0.2 mL, 0.1 mmol) of a solution of 2-(butyloxy)-9-(5-chloropentyl)-8-(methyloxy)-9H-purin-6-amine (for example, as prepared for Intermediate 44) in MeCN (prepared by dissolving 410 mg, 1.2 mmol in MeCN (2.4 mL)) was added to 2-(1-piperazinyl)ethanol (commercially available, for example, from Aldrich) (0.1 mmol) in a test tube. DIPEA (50 μl, 3 equivalents) and sodium iodide (5 mg) were added. The reaction mixture was heated to 60° C. for 18 hours in a Radleys greenhouse. The samples w... Reactants: C(C=C)C(C=O)CCCC (2-Allylhexanal), BrCC(=O)OC (methyl bromoacetate), B(OC)(OC)OC (trimethyl borate), [Cl-].[NH4+] (ammonium chloride). Reagents/catalysts: [Zn] (zinc). Run in O1CCCC1 (tetrahydrofuran), OCC(O)CO (glycerin). Run at temperature 70 celsius. Product: C(C=C)C(C(CC(=O)OC)O)CCCC (Methyl 4-allyl-3-hydroxyoctanoate). As a reaction SMILES: [CH2:1]([CH:4]([CH2:7][CH2:8][CH2:9][CH3:10])[CH:5]=[O:6])[CH:2]=[CH2:3].Br[CH2:12][C:13]([O:15][CH3:16])=[O:14].B(OC)(OC)OC.[Cl-].[NH4+]>[Zn].OCC(CO)O.O1CCCC1>[CH2:1]([CH:4]([CH2:7][CH2:8][CH2:9][CH3:10])[CH:5]([OH:6])[CH2:12][C:13]([O:15][CH3:16])=[O:14])[CH:2]=[CH2:3] |f:3.4|. Procedure: 2-Allylhexanal (J. Org. Chem. 46, 1980, 5250) (5 g, 33.7 mmol), methyl bromoacetate (3.7 mL, 40 mmol), and zinc (2.6 g, 40 mmol) were added to tetrahydrofuran (30 mL) and trimethyl borate (15 mL), and the mixture was vigorously stirred. Then, the reaction vessel was placed in an oil bath and heated to 70° C., and the mixture was stirred for 2 hours. The mixture was allowed to cool, and glycerin (20 mL) and a saturated aqueous solution of ammonium chloride (100 mL) were then added thereto, follow... Run in CCCCCC.CC(C)O (hexane 2-propanol). RXN SMILES: [Cl:1][C:2]1[N:7]=[C:6]([N:8]2[CH2:12][CH2:11][C:10]([CH:15]3[CH2:17][CH2:16]3)([C:13]#[N:14])[C:9]2=[O:18])[CH:5]=[CH:4][N:3]=1>CCCCCC.CC(O)C>[Cl:1][C:2]1[N:7]=[C:6]([N:8]2[CH2:12][CH2:11][C@:10]([CH:15]3[CH2:17][CH2:16]3)([C:13]#[N:14])[C:9]2=[O:18])[CH:5]=[CH:4][N:3]=1 |f:1.2|. Procedure details: 1-(2-Cloropyrimidin-4-yl)-3-cyclopropyl-2-oxopyrrolidine-3-carbonitrile (23 g) obtained in Step D of Example 103 was resolved by HPLC (column: CHIRALPAK IC, 50 mmID×500 mmL, manufactured by Daicel Chemical Industries, mobile phase: hexane/2-propanol=200/800) to give the title compound (12 g: a shorter retention time). Yields the product ClC1=NC=CC(=N1)N1C([C@](CC1)(C#N)C1CC1)=O ((3S)-1-(2-chloropyrimidin-4-yl)-3-cyclopropyl-2-oxopyrrolidine-3-carbonitrile). The reactants are ClC1=NC=CC(=N1)N1C(C(CC1)(C#N)C1CC1)=O (1-(2-chloropyrimidin-4-yl)-3-cyclopropyl-2-oxopyrrolidine-3-carbonitrile). The reactants are CO, [Na+], [OH-], CCOC(=O)C=Cc1cccc(CCc2nc(-c3ccccc3)c(-c3ccccc3)o2)c1. The product is O=C(O)C=Cc1cccc(CCc2nc(-c3ccccc3)c(-c3ccccc3)o2)c1. As a reaction SMILES: [CH3:35][OH:36].[Na+:34].[OH-:33].[c:1]1(-[c:7]2[n:8][c:9]([CH2:18][CH2:19][c:20]3[cH:21][c:22]([CH:26]=[CH:27][C:28](=[O:29])[O:30][CH2:31][CH3:32])[cH:23][cH:24][cH:25]3)[o:10][c:11]2-[c:12]2[cH:13][cH:14][cH:15][cH:16][cH:17]2)[cH:2][cH:3][cH:4][cH:5][cH:6]1>>[c:1]1(-[c:7]2[n:8][c:9]([CH2:18][CH2:19][c:20]3[cH:21][c:22]([CH:26]=[CH:27][C:28](=[O:29])[OH:30])[cH:23][cH:24][cH:25]3)[o:10][c:11]2-[c:12]2[cH:13][cH:14][cH:15][cH:16][cH:17]2)[cH:2][cH:3][cH:4][cH:5][cH:6]1. Reactants: CCOC(=O)c1c(O)c2cccn2n(Cc2ccc(F)cc2)c1=O, NCC(=O)[O-], [Na+]. The product is O=C(O)CNC(=O)c1c(O)c2cccn2n(Cc2ccc(F)cc2)c1=O. RXN SMILES: [CH2:1]([O:2][C:4](=[O:5])[c:6]1[c:7]([OH:24])[c:8]2[n:9]([n:10]([CH2:13][c:14]3[cH:15][cH:16][c:17]([F:20])[cH:18][cH:19]3)[c:11]1=[O:12])[cH:21][cH:22][cH:23]2)[CH3:3].[NH2:25][CH2:26][C:27](=[O:28])[O-:29].[Na+:30]>>[C:4](=[O:5])([c:6]1[c:7]([OH:24])[c:8]2[n:9]([n:10]([CH2:13][c:14]3[cH:15][cH:16][c:17]([F:20])[cH:18][cH:19]3)[c:11]1=[O:12])[cH:21][cH:22][cH:23]2)[NH:25][CH2:26][C:27](=[O:28])[OH:29]. Reactants: COC=1C=C(C=CC1OC)CCN (3,4-dimethoxyphenylethylamine), ClC1=CC=C(C=C1)CC(=O)Cl (4-chlorophenyl acetyl chloride). Product: COC=1C=C(C=CC1OC)CCNC(CC1=CC=C(C=C1)Cl)=O (N-[2-(3,4-Dimethoxy-phenyl)-ethyl]-4-chlorophenyl-acetamide). RXN SMILES: [CH3:1][O:2][C:3]1[CH:4]=[C:5]([CH2:11][CH2:12][NH2:13])[CH:6]=[CH:7][C:8]=1[O:9][CH3:10].[Cl:14][C:15]1[CH:20]=[CH:19][C:18]([CH2:21][C:22](Cl)=[O:23])=[CH:17][CH:16]=1>>[CH3:1][O:2][C:3]1[CH:4]=[C:5]([CH2:11][CH2:12][NH:13][C:22](=[O:23])[CH2:21][C:18]2[CH:19]=[CH:20][C:15]([Cl:14])=[CH:16][CH:17]=2)[CH:6]=[CH:7][C:8]=1[O:9][CH3:10]. Procedure: prepared by reaction of 3,4-dimethoxyphenylethylamine with 4-chlorophenyl acetyl chloride.